From a dataset of the Open Reaction Database (ORD), a public repository of structured organic reaction records. describe an organic reaction: reactants, conditions, products, and yield Reactants: OC[C@@H]1N(CCC1)C(=O)OC(C)(C)C ((R)-tert-butyl 2-(hydroxymethyl)pyrrolidine-1-carboxylate), FC=1C=C(C=CC1)O (3-Fluorophenol). Yields the product FC=1C=C(OC[C@@H]2N(CCC2)C(=O)OC(C)(C)C)C=CC1 ((R)-tert-butyl 2-((3-fluorophenoxy)methyl)pyrrolidine-1-carboxylate). Isolated yield 86.0%. As a reaction SMILES: [OH:1][CH2:2][C@H:3]1[CH2:7][CH2:6][CH2:5][N:4]1[C:8]([O:10][C:11]([CH3:14])([CH3:13])[CH3:12])=[O:9].[F:15][C:16]1[CH:17]=[C:18](O)[CH:19]=[CH:20][CH:21]=1>>[F:15][C:16]1[CH:21]=[C:20]([CH:19]=[CH:18][CH:17]=1)[O:1][CH2:2][C@H:3]1[CH2:7][CH2:6][CH2:5][N:4]1[C:8]([O:10][C:11]([CH3:14])([CH3:13])[CH3:12])=[O:9]. Procedure details: The title compound (D42) (D021/047/1) (252.3 mg) was prepared according to the experimental procedure described in Description 40 starting from (R)-tert-butyl 2-(hydroxymethyl)pyrrolidine-1-carboxylate (D41) (200 mg, 0.993 mmol) and 3-Fluorophenol (0.089 ml, 0.993 mmol). The reactants are CO, [Na+], [OH-], COC(=O)c1ccc2[nH]ncc2c1. Product: O=C(O)c1ccc2[nH]ncc2c1. Reaction SMILES: [CH3:16][OH:17].[Na+:15].[OH-:14].[nH:1]1[n:2][cH:3][c:4]2[cH:5][c:6]([C:10](=[O:11])[O:12][CH3:13])[cH:7][cH:8][c:9]12>>[nH:1]1[n:2][cH:3][c:4]2[cH:5][c:6]([C:10](=[O:11])[OH:12])[cH:7][cH:8][c:9]12. The reactants are ClC=1C2=C(N=CN1)CCN(C2)C2=C(C#N)C=C(C=C2)C (2-(4-chloro-7,8-dihydropyrido[4,3-d]pyrimidin-6(5H)-yl)-5-methylbenzonitrile), CC1=C(C=C(C=C1)C(C)N)S(=O)(=O)C (1-(4-methyl-3-(methylsulfonyl)phenyl)ethanamine). Solvent: C(C)#N (acetonitrile), C(C)(C)N(C(C)C)CC (N,N-diisopropylethylamine). Yields the product CC=1C=CC(=C(C#N)C1)N1CC2=C(N=CN=C2NC(C)C2=CC(=C(C=C2)C)S(=O)(=O)C)CC1 (5-Methyl-2-(4-(1-(4-methyl-3-(methylsulfonyl)phenyl)ethylamino)-7,8-dihydropyrido[4,3-d]pyrimidin-6(5H)-yl)benzonitrile). Yield: 49.9%. As a reaction SMILES: Cl[C:2]1[C:3]2[CH2:11][N:10]([C:12]3[CH:19]=[CH:18][C:17]([CH3:20])=[CH:16][C:13]=3[C:14]#[N:15])[CH2:9][CH2:8][C:4]=2[N:5]=[CH:6][N:7]=1.[CH3:21][C:22]1[CH:27]=[CH:26][C:25]([CH:28]([NH2:30])[CH3:29])=[CH:24][C:23]=1[S:31]([CH3:34])(=[O:33])=[O:32]>C(#N)C.C(N(CC)C(C)C)(C)C>[CH3:20][C:17]1[CH:18]=[CH:19][C:12]([N:10]2[CH2:9][CH2:8][C:4]3[N:5]=[CH:6][N:7]=[C:2]([NH:30][CH:28]([C:25]4[CH:26]=[CH:27][C:22]([CH3:21])=[C:23]([S:31]([CH3:34])(=[O:33])=[O:32])[CH:24]=4)[CH3:29])[C:3]=3[CH2:11]2)=[C:13]([CH:16]=1)[C:14]#[N:15]. Procedure: A reaction mixture of 2-(4-chloro-7,8-dihydropyrido[4,3-d]pyrimidin-6(5H)-yl)-5-methylbenzonitrile (360 mg, 1.26 mmol) and 1-(4-methyl-3-(methylsulfonyl)phenyl)ethanamine (400 mg, 1.88 mmol) in acetonitrile (3 mL) and N,N-diisopropylethylamine (1 mL) was subjected to microwave irradiation at 185° C. for 3.5 h. The reaction mixture was concentrated and the residue was purified by preparative HPLC (100×20.2 mm, C18 column; 30-60% acetonitrile-water [10 mM Et2NH]) to afford a light yellow solid (29... Starting materials: Cc1nc(C=O)cn1Cc1ccccc1, C[Mg+], [Cl-], [Cl-], [NH4+], C1CCOC1. Yields the product Cc1nc(C(C)O)cn1Cc1ccccc1. RXN SMILES: [CH2:1]([c:2]1[cH:3][cH:4][cH:5][cH:6][cH:7]1)[n:8]1[c:9]([CH3:15])[n:10][c:11]([CH:13]=[O:14])[cH:12]1.[CH3:17][Mg+:18].[Cl-:16].[Cl-:19].[NH4+:20].[O:21]1[CH2:22][CH2:23][CH2:24][CH2:25]1>>[CH2:1]([c:2]1[cH:3][cH:4][cH:5][cH:6][cH:7]1)[n:8]1[c:9]([CH3:15])[n:10][c:11]([CH:13]([OH:14])[CH3:17])[cH:12]1. Reactants: N[C@@H]1CN(C[C@@H]1N1N=NC=C1)C1=C(C=C2C(C(=CN(C2=N1)C1CC1)C(=O)OCC)=O)F (Ethyl 7-[cis-3-amino-4-(1,2,3-triazol-1-yl)pyrrolidin-1-yl]-1-cyclopropyl-6-fluoro-1,4-dihydro-4-oxo-1,8-naphthyridine-3-carboxylate), Cl (hydrochloric acid). Product: Cl.N[C@@H]1CN(C[C@@H]1N1N=NC=C1)C1=C(C=C2C(C(=CN(C2=N1)C1CC1)C(=O)O)=O)F (7-[cis-3-Amino-4-(1,2,3-triazol-1-yl)pyrrolidin-1-yl)-1-cyclopropyl-6-fluoro-1,4-dihydro-4-oxo-1,8-naphthyridine-3-carboxylic acid hydrochloride). The yield is 85.0%. RXN SMILES: [NH2:1][C@H:2]1[C@@H:6]([N:7]2[CH:11]=[CH:10][N:9]=[N:8]2)[CH2:5][N:4]([C:12]2[N:21]=[C:20]3[C:15]([C:16](=[O:30])[C:17]([C:25]([O:27]CC)=[O:26])=[CH:18][N:19]3[CH:22]3[CH2:24][CH2:23]3)=[CH:14][C:13]=2[F:31])[CH2:3]1.[ClH:32]>>[ClH:32].[NH2:1][C@H:2]1[C@@H:6]([N:7]2[CH:11]=[CH:10][N:9]=[N:8]2)[CH2:5][N:4]([C:12]2[N:21]=[C:20]3[C:15]([C:16](=[O:30])[C:17]([C:25]([OH:27])=[O:26])=[CH:18][N:19]3[CH:22]3[CH2:24][CH2:23]3)=[CH:14][C:13]=2[F:31])[CH2:3]1 |f:2.3|. Procedure: Ethyl 7-[cis-3-amino-4-(1,2,3-triazol-1-yl)pyrrolidin-1-yl]-1-cyclopropyl-6-fluoro-1,4-dihydro-4-oxo-1,8-naphthyridine-3-carboxylate (200 mg, 0.47 mmol) was heated with 8 ml of 6N hydrochloric acid at 110° C. for 18 hr. The solution was then evaporated to dryness and the residue was crystallized from methanol-ether to yield 160 mg (85%) of the desired hydrochloride, m.p. 240° C. (dec). 1H NMR (TFA) δ: 9.27 (s, 1H), 9.01 (s, 1H), 8.66 (s, 1H), 8.3 (d, 11.6Hz, 1H), 6.64-6.45 (m, 1H), 5.35-4.66 (m,...